From a dataset of the Open Reaction Database (ORD), a public repository of structured organic reaction records. describe an organic reaction: reactants, conditions, products, and yield RXN SMILES: [CH3:20][CH2:21][OH:22].[N+:1]([O-:2])(=[O:3])[c:4]1[cH:5][c:6]2[cH:7][cH:8][n:9]([CH2:13][CH2:14][N:15]3[CH2:16][CH2:17][CH2:18][CH2:19]3)[c:10]2[cH:11][cH:12]1>>[NH2:1][c:4]1[cH:5][c:6]2[cH:7][cH:8][n:9]([CH2:13][CH2:14][N:15]3[CH2:16][CH2:17][CH2:18][CH2:19]3)[c:10]2[cH:11][cH:12]1. Yields the product Nc1ccc2c(ccn2CCN2CCCC2)c1. Starting materials: CCO, O=[N+]([O-])c1ccc2c(ccn2CCN2CCCC2)c1. The reactants are COC(C1=C(C(=CC(=C1)Br)C)N(CC=1C=NC=CC1)S(=O)(=O)C1=CC=C(C=C1)OC)=O (5-Bromo-2-[(4-methoxy-benzenesulfonyl)-pyridin-3-ylmethyl-amino]-3-methyl-benzoic acid methyl ester), C(=O)C1=C(SC=C1)B(O)O (3-formylthiophene-2-boronic acid). Product: COC(C1=C(C(=CC(=C1)C=1SC=CC1C=O)C)N(CC=1C=NC=CC1)S(=O)(=O)C1=CC=C(C=C1)OC)=O (5-(3-Formyl-thiophen-2-yl)-2-[(4-methoxy-benzenesulfonyl)-pyridin-3-ylmethyl-amino]-3-methyl-benzoic acid methyl ester). The yield is 70.6%. As a reaction SMILES: [CH3:1][O:2][C:3](=[O:31])[C:4]1[CH:9]=[C:8](Br)[CH:7]=[C:6]([CH3:11])[C:5]=1[N:12]([S:20]([C:23]1[CH:28]=[CH:27][C:26]([O:29][CH3:30])=[CH:25][CH:24]=1)(=[O:22])=[O:21])[CH2:13][C:14]1[CH:15]=[N:16][CH:17]=[CH:18][CH:19]=1.[CH:32]([C:34]1[CH:38]=[CH:37][S:36][C:35]=1B(O)O)=[O:33]>>[CH3:1][O:2][C:3](=[O:31])[C:4]1[CH:9]=[C:8]([C:35]2[S:36][CH:37]=[CH:38][C:34]=2[CH:32]=[O:33])[CH:7]=[C:6]([CH3:11])[C:5]=1[N:12]([S:20]([C:23]1[CH:28]=[CH:27][C:26]([O:29][CH3:30])=[CH:25][CH:24]=1)(=[O:22])=[O:21])[CH2:13][C:14]1[CH:15]=[N:16][CH:17]=[CH:18][CH:19]=1. Reported procedure: In the same manner as described in Example 241, 505.4 mg (1.0 mmol) of the product of Example 89 and 343.2 mg (2.2 mmol) of 3-formylthiophene-2-boronic acid provided 379 mg (71%) of the desired product as a pale yellow solid. Electrospray Mass Spec 537 (M+H). Starting materials: CO, [H][H], O=[N+]([O-])c1cc(CO)ccc1Nc1ccccc1. Product: Nc1cc(CO)ccc1Nc1ccccc1. Reaction SMILES: [CH3:21][OH:22].[H:19][H:20].[N+:1]([O-:2])(=[O:3])[c:4]1[cH:5][c:6]([CH2:17][OH:18])[cH:7][cH:8][c:9]1[NH:10][c:11]1[cH:12][cH:13][cH:14][cH:15][cH:16]1>>[NH2:1][c:4]1[cH:5][c:6]([CH2:17][OH:18])[cH:7][cH:8][c:9]1[NH:10][c:11]1[cH:12][cH:13][cH:14][cH:15][cH:16]1. Procedure: Using the procedure of Example 1 Step 4, tert-butyl 4-((2-(cis-4-methylcyclohexylamino)-5-(4-morpholinophenyl)pyrimidin-4-yloxy)methyl)piperidine-1-carboxylate was deprotected by TFA to provide the title compound. MS (ESI) m/z: Calc: 465.3 (M+). Found. 466.3 (M+1). Yields the product N1CCC(CC1)COC1=NC(=NC=C1C1=CC=C(C=C1)N1CCOCC1)N[C@@H]1CC[C@@H](CC1)C (4-((piperidin-4-yl)methoxy)-N-(cis-4-methylcyclohexyl)-5-(4-morpholinophenyl)pyrimidin-2-amine). Reaction SMILES: [CH3:1][C@@H:2]1[CH2:7][CH2:6][C@H:5]([NH:8][C:9]2[N:14]=[C:13]([O:15][CH2:16][CH:17]3[CH2:22][CH2:21][N:20](C(OC(C)(C)C)=O)[CH2:19][CH2:18]3)[C:12]([C:30]3[CH:35]=[CH:34][C:33]([N:36]4[CH2:41][CH2:40][O:39][CH2:38][CH2:37]4)=[CH:32][CH:31]=3)=[CH:11][N:10]=2)[CH2:4][CH2:3]1.C(O)(C(F)(F)F)=O>>[NH:20]1[CH2:19][CH2:18][CH:17]([CH2:16][O:15][C:13]2[C:12]([C:30]3[CH:35]=[CH:34][C:33]([N:36]4[CH2:41][CH2:40][O:39][CH2:38][CH2:37]4)=[CH:32][CH:31]=3)=[CH:11][N:10]=[C:9]([NH:8][C@H:5]3[CH2:4][CH2:3][C@@H:2]([CH3:1])[CH2:7][CH2:6]3)[N:14]=2)[CH2:22][CH2:21]1. Starting materials: C[C@H]1CC[C@H](CC1)NC1=NC=C(C(=N1)OCC1CCN(CC1)C(=O)OC(C)(C)C)C1=CC=C(C=C1)N1CCOCC1 (tert-butyl 4-((2-(cis-4-methylcyclohexylamino)-5-(4-morpholinophenyl)pyrimidin-4-yloxy)methyl)piperidine-1-carboxylate), C(=O)(C(F)(F)F)O (TFA). Starting materials: ClC(=O)C1=C(C2=C(S1)C=CC=C2)S(=O)(=O)Cl (2-chlorocarbonyl-benzo[b]thiophene-3-sulfonic acid chloride), CO (methanol). The solvent is C(Cl)(Cl)Cl (chloroform). The product is COC(=O)C1=C(C2=C(S1)C=CC=C2)S(=O)(=O)Cl (2-methoxycarbonyl-benzo[b]-thiophene-3-sulfonic acid chloride). The yield is 53.5%. Reaction SMILES: Cl[C:2]([C:4]1[S:8][C:7]2[CH:9]=[CH:10][CH:11]=[CH:12][C:6]=2[C:5]=1[S:13]([Cl:16])(=[O:15])=[O:14])=[O:3].[CH3:17][OH:18]>C(Cl)(Cl)Cl>[CH3:17][O:18][C:2]([C:4]1[S:8][C:7]2[CH:9]=[CH:10][CH:11]=[CH:12][C:6]=2[C:5]=1[S:13]([Cl:16])(=[O:14])=[O:15])=[O:3]. Reported procedure: 168.0 gm (0.569 mol) of 2-chlorocarbonyl-benzo[b]thiophene-3-sulfonic acid chloride were dissolved in 1 liter of anhydrous chloroform, and the solution was admixed with 27.5 gm (0.858 mol) of dry methanol and refluxed for 3 hours. The reaction mixture was evaporated in vacuo, and the residue was recrystallized twice from a little methanol, yielding 88.5 gm (53.5% of theory) of colorless 2-methoxycarbonyl-benzo[b]-thiophene-3-sulfonic acid chloride. M.p.: 100°-101° C. Reactants: NC1=C(C=C(C=C1)Br)S (Amino-5-bromobenzenethiol), O1C=NC=C1C1=CC=C(C=O)C=C1 (4-(1,3-oxazol-5-yl)benzaldehyde), O (Water). The solvent is CS(=O)C (dimethylsulfoxide). Conditions: temperature 160 celsius, time 10 minute. The product is BrC1=CC2=C(N=C(S2)C2=CC=C(C=C2)C2=CN=CO2)C=C1 (5-[4-(6-Bromo-1,3-benzothiazol-2-yl)phenyl]-1,3-oxazole). Isolated yield 58.8%. RXN SMILES: [NH2:1][C:2]1[CH:7]=[CH:6][C:5]([Br:8])=[CH:4][C:3]=1[SH:9].[O:10]1[C:14]([C:15]2[CH:22]=[CH:21][C:18]([CH:19]=O)=[CH:17][CH:16]=2)=[CH:13][N:12]=[CH:11]1.O>CS(C)=O>[Br:8][C:5]1[CH:6]=[CH:7][C:2]2[N:1]=[C:19]([C:18]3[CH:17]=[CH:16][C:15]([C:14]4[O:10][CH:11]=[N:12][CH:13]=4)=[CH:22][CH:21]=3)[S:9][C:3]=2[CH:4]=1. Procedure details: 2 Amino-5-bromobenzenethiol (102 mg) and 4-(1,3-oxazol-5-yl)benzaldehyde (87 mg) were dissolved in dimethylsulfoxide (1 mL), followed by stirring at 160° C. for 10 minutes. Water (10 mL) was added to the reaction mixture. The precipitated matter was recovered through filtration, and washed with methanol, to thereby yield the title compound (105 mg). The reactants are CCOC(=O)CC1CCN(C(C)=O)CC1, CCO, [Na+], [OH-]. The product is CC(=O)N1CCC(CC(=O)O)CC1. RXN SMILES: [C:1]([CH3:2])(=[O:3])[N:4]1[CH2:5][CH2:6][CH:7]([CH2:10][C:11](=[O:12])[O:13][CH2:14][CH3:15])[CH2:8][CH2:9]1.[CH3:18][CH2:19][OH:20].[Na+:17].[OH-:16]>>[C:1]([CH3:2])(=[O:3])[N:4]1[CH2:5][CH2:6][CH:7]([CH2:10][C:11](=[O:12])[OH:13])[CH2:8][CH2:9]1. Reactants: COc1ccc(-c2nc(COc3ccccc3)co2)cc1, O=S(=O)(O)Cl, ClCCl. Yields the product COc1ccc(-c2nc(COc3ccc(S(=O)(=O)Cl)cc3)co2)cc1. As a reaction SMILES: [CH3:1][O:2][c:3]1[cH:4][cH:5][c:6](-[c:9]2[o:10][cH:11][c:12]([CH2:14][O:15][c:16]3[cH:17][cH:18][cH:19][cH:20][cH:21]3)[n:13]2)[cH:7][cH:8]1.[Cl:22][S:23](=[O:24])(=[O:25])[OH:26].[Cl:27][CH2:28][Cl:29]>>[CH3:1][O:2][c:3]1[cH:4][cH:5][c:6](-[c:9]2[o:10][cH:11][c:12]([CH2:14][O:15][c:16]3[cH:17][cH:18][c:19]([S:23]([Cl:22])(=[O:24])=[O:25])[cH:20][cH:21]3)[n:13]2)[cH:7][cH:8]1. Reaction SMILES: [Br:1][c:2]1[c:3]([CH:18]=[O:19])[cH:4][c:5]([O:12][CH2:13][CH2:14][CH2:15][CH2:16][CH3:17])[c:6]2[cH:7][cH:8][cH:9][cH:10][c:11]12.[C:38]([OH:39])([CH3:40])([CH3:41])[CH3:42].[CH3:20][C:21](=[CH:22][CH3:23])[CH3:24].[Cl+:25]([O-:26])[O-:27].[Na+:28].[Na+:29].[Na+:36].[OH-:35].[OH2:37].[OH:30][P:31](=[O:32])([O-:33])[OH:34]>>[Br:1][c:2]1[c:3]([C:18](=[O:19])[OH:26])[cH:4][c:5]([O:12][CH2:13][CH2:14][CH2:15][CH2:16][CH3:17])[c:6]2[cH:7][cH:8][cH:9][cH:10][c:11]12. Product: CCCCCOc1cc(C(=O)O)c(Br)c2ccccc12. Reactants: CCCCCOc1cc(C=O)c(Br)c2ccccc12, CC(C)(C)O, CC=C(C)C, [O-][Cl+][O-], [Na+], [Na+], [Na+], [OH-], O, O=P([O-])(O)O.